This data is from the Open Reaction Database (ORD), a public repository of structured organic reaction records. The task is: describe an organic reaction: reactants, conditions, products, and yield Reactants: COC(=O)c1cc(F)c(OCc2ccc(OC)cc2)c(C2=CCCC2(C)C)c1, ClCCl, O=C(O)C(F)(F)F. Product: COC(=O)c1cc(F)c(O)c(C2=CCCC2(C)C)c1. Reaction SMILES: [CH3:1][C:2]1([CH3:28])[CH2:3][CH2:4][CH:5]=[C:6]1[c:7]1[cH:8][c:9]([C:10](=[O:11])[O:12][CH3:13])[cH:14][c:15]([F:27])[c:16]1[O:17][CH2:18][c:19]1[cH:20][cH:21][c:22]([O:23][CH3:24])[cH:25][cH:26]1.[Cl:36][CH2:37][Cl:38].[F:29][C:30]([F:31])([F:32])[C:33]([OH:34])=[O:35]>>[CH3:1][C:2]1([CH3:28])[CH2:3][CH2:4][CH:5]=[C:6]1[c:7]1[cH:8][c:9]([C:10](=[O:11])[O:12][CH3:13])[cH:14][c:15]([F:27])[c:16]1[OH:17]. Starting materials: CC(=O)O[BH-](OC(C)=O)OC(C)=O, CC(=O)O, O=Cc1ccccc1, Nc1nnc(C2CCCCN2S(=O)(=O)c2ccc(F)cc2)o1, [Na+], C1CCOC1. Product: O=S(=O)(c1ccc(F)cc1)N1CCCCC1c1nnc(NCc2ccccc2)o1. RXN SMILES: [C:35]([O:36][BH-:37]([O:38][C:39](=[O:40])[CH3:41])[O:42][C:43](=[O:44])[CH3:45])(=[O:46])[CH3:47].[CH3:31][C:32](=[O:33])[OH:34].[CH:1](=[O:2])[c:3]1[cH:4][cH:5][cH:6][cH:7][cH:8]1.[NH2:9][c:10]1[o:11][c:12]([CH:15]2[N:16]([S:21](=[O:22])(=[O:23])[c:24]3[cH:25][cH:26][c:27]([F:30])[cH:28][cH:29]3)[CH2:17][CH2:18][CH2:19][CH2:20]2)[n:13][n:14]1.[Na+:48].[O:49]1[CH2:50][CH2:51][CH2:52][CH2:53]1>>[CH2:1]([c:3]1[cH:4][cH:5][cH:6][cH:7][cH:8]1)[NH:9][c:10]1[o:11][c:12]([CH:15]2[N:16]([S:21](=[O:22])(=[O:23])[c:24]3[cH:25][cH:26][c:27]([F:30])[cH:28][cH:29]3)[CH2:17][CH2:18][CH2:19][CH2:20]2)[n:13][n:14]1. Procedure: The title compound (370 mg, 95%) was prepared from 4-pentynoic acid (250 mg, 2.55 mmol) and diethylamine hydrochloride (310 mg, 2.83 mmol) by the procedure similar to that described in Example 51(1). As a reaction SMILES: [C:1]([OH:7])(=O)[CH2:2][CH2:3][C:4]#[CH:5].Cl.[CH2:9]([NH:11][CH2:12][CH3:13])[CH3:10]>>[CH2:9]([N:11]([CH2:12][CH3:13])[C:1]([CH2:2][CH2:3][C:4]#[CH:5])=[O:7])[CH3:10] |f:1.2|. Product: C(C)N(C(=O)CCC#C)CC (4-Diethylcarbamoyl-1-butyne). Reactants: C(CCC#C)(=O)O (4-pentynoic acid), Cl.C(C)NCC (diethylamine hydrochloride). Isolated yield 94.7%. Starting materials: COC(=O)c1cccnc1N, CCN=C=NCCCN(C)C, CN(C)c1ccncc1, CCN(C(C)C)C(C)C, ClCCl, Cl, Cl, O=C(O)Cc1ccccn1. Product: COC(=O)c1cccnc1NC(=O)Cc1ccccn1. RXN SMILES: [CH3:12][O:13][C:14]([c:15]1[c:16]([NH2:21])[n:17][cH:18][cH:19][cH:20]1)=[O:22].[CH3:33][N:34]([CH3:35])[CH2:36][CH2:37][CH2:38][N:39]=[C:40]=[N:41][CH2:42][CH3:43].[CH3:47][N:48]([CH3:49])[c:50]1[cH:51][cH:52][n:53][cH:54][cH:55]1.[CH:23]([N:24]([CH:25]([CH3:26])[CH3:27])[CH2:28][CH3:29])([CH3:30])[CH3:31].[Cl:44][CH2:45][Cl:46].[ClH:1].[ClH:32].[n:2]1[c:3]([CH2:8][C:9](=[O:10])[OH:11])[cH:4][cH:5][cH:6][cH:7]1>>[n:2]1[c:3]([CH2:8][C:9](=[O:11])[NH:21][c:16]2[c:15]([C:14]([O:13][CH3:12])=[O:22])[cH:20][cH:19][cH:18][n:17]2)[cH:4][cH:5][cH:6][cH:7]1. Product: Cc1cc(CO)ccc1Br. Reaction SMILES: [BH4-:1].[CH3:3][c:4]1[cH:5][c:6]([C:7](=[O:8])[O:9][CH3:10])[cH:11][cH:12][c:13]1[Br:14].[Cl-:15].[Li+:2].[NH4+:16].[O:17]1[CH2:18][CH2:19][CH2:20][CH2:21]1>>[CH3:3][c:4]1[cH:5][c:6]([CH2:7][OH:8])[cH:11][cH:12][c:13]1[Br:14]. The reactants are [BH4-], COC(=O)c1ccc(Br)c(C)c1, [Cl-], [Li+], [NH4+], C1CCOC1. The reactants are Cl (hydrochloric acid), [OH-].[Na+] (sodium hydroxide), C1(CCC1)N(C(=O)C=1N=CN(C1)C)CC1=CC(=NC=C1)C1=CC(=C(C=C1)F)O (N-cyclobutyl-N-{[2-(4-fluoro-3-hydroxyphenyl)pyridin-4-yl]methyl}-1-methyl-1H-imidazole-4-carboxamide), ClC(C(=O)[O-])(F)F.[Na+] (sodium chlorodifluoroacetate), C([O-])([O-])=O.[Cs+].[Cs+] (cesium carbonate). Solvent: O (water), CN(C=O)C (dimethylformamide). Reaction conditions: temperature 100 celsius. Product: Cl.Cl.C1(CCC1)N(C(=O)C=1N=CN(C1)C)CC1=CC(=NC=C1)C1=CC(=C(C=C1)F)OC(F)F (N-Cyclobutyl-N-({2-[3-(difluoromethoxy)-4-fluorophenyl]pyridin-4-yl}methyl)-1-methyl-1H-imidazole-4-carboxamide dihydrochloride). RXN SMILES: [CH:1]1([N:5]([CH2:14][C:15]2[CH:20]=[CH:19][N:18]=[C:17]([C:21]3[CH:26]=[CH:25][C:24]([F:27])=[C:23]([OH:28])[CH:22]=3)[CH:16]=2)[C:6]([C:8]2[N:9]=[CH:10][N:11]([CH3:13])[CH:12]=2)=[O:7])[CH2:4][CH2:3][CH2:2]1.[Cl:29][C:30]([F:35])([F:34])C([O-])=O.[Na+].C(=O)([O-])[O-].[Cs+].[Cs+].[ClH:43].[OH-].[Na+]>O.CN(C)C=O>[ClH:29].[ClH:43].[CH:1]1([N:5]([CH2:14][C:15]2[CH:20]=[CH:19][N:18]=[C:17]([C:21]3[CH:26]=[CH:25][C:24]([F:27])=[C:23]([O:28][CH:30]([F:35])[F:34])[CH:22]=3)[CH:16]=2)[C:6]([C:8]2[N:9]=[CH:10][N:11]([CH3:13])[CH:12]=2)=[O:7])[CH2:2][CH2:3][CH2:4]1 |f:1.2,3.4.5,7.8,11.12.13|. Procedure details: A mixture of N-cyclobutyl-N-{[2-(4-fluoro-3-hydroxyphenyl)pyridin-4-yl]methyl}-1-methyl-1H-imidazole-4-carboxamide (200 mg), sodium chlorodifluoroacetate (190 mg), cesium carbonate (241 mg), dimethylformamide (1.5 mL) and water (0.15 mL) was stirred while heating at 100° C. for 5 hr. After the reaction mixture was cooled in ice, concentrated hydrochloric acid (0.2 mL) was added thereto, and the resulting mixture was stirred for 1 hr. After addition of an aqueous solution of 2M sodium hydroxide, ... Starting materials: O=C([O-])[O-], Cc1cn[nH]c1, Fc1cnccc1-c1nc2cc(C(F)(F)F)ccc2o1, [K+], [K+], CN(C)C=O, O. The product is Cc1cnn(-c2cnccc2-c2nc3cc(C(F)(F)F)ccc3o2)c1. RXN SMILES: [C:27](=[O:28])([O-:29])[O-:30].[CH3:21][c:22]1[cH:23][n:24][nH:25][cH:26]1.[F:1][c:2]1[cH:3][n:4][cH:5][cH:6][c:7]1-[c:8]1[o:9][c:10]2[c:11]([n:12]1)[cH:13][c:14]([C:17]([F:18])([F:19])[F:20])[cH:15][cH:16]2.[K+:31].[K+:32].[O:33]=[CH:34][N:35]([CH3:36])[CH3:37].[OH2:38]>>[c:2]1(-[n:25]2[n:24][cH:23][c:22]([CH3:21])[cH:26]2)[cH:3][n:4][cH:5][cH:6][c:7]1-[c:8]1[o:9][c:10]2[c:11]([n:12]1)[cH:13][c:14]([C:17]([F:18])([F:19])[F:20])[cH:15][cH:16]2.